This data is from the Open Reaction Database (ORD), a public repository of structured organic reaction records. The task is: describe an organic reaction: reactants, conditions, products, and yield The reactants are COC1=CC=C(CN(C2=NC=C(C=N2)C=2C3=C(N=C(N2)N2CCOCC2)NCC3)CC3=CC=C(C=C3)OC)C=C1 (bis-(4-methoxy-benzyl)-[5-(2-morpholin-4-yl-6,7-dihydro-5H-pyrrolo[2,3-d]pyrimidin-4-yl)-pyrimidin-2-yl]-amine), C(C)(C)(C)OC(=O)N1CCC(CC1)C(NC1=CC=C(C=C1)Br)=O (4-(4-bromo-phenylcarbamoyl)-piperidine-1-carboxylic acid tert-butyl ester), BrC1=CC=C(N)C=C1 (4-bromoaniline), C(C)(C)(C)OC(=O)N1CCC(CC1)C(=O)O (piperidine-1,4-dicarboxylic acid mono-tert-butyl ester). Product: C(OC(C)(C)C)(OC(C)(C)C)=O (di-tert-butyl carbonate), C(C)(C)(C)OC(=O)N1CCC(CC1)C(=O)N1CCC2=C1N=C(N=C2C=2C=NC(=NC2)N(CC2=CC=C(C=C2)OC)CC2=CC=C(C=C2)OC)N2CCOCC2 (4-(4-{2-[bis-(4-methoxy-benzyl)-amino]-pyrimidin-5-yl}-2-morpholin-4-yl-5,6-dihydro-pyrrolo[2,3-d]pyrimidine-7-carbonyl)-piperidine-1-carboxylic acid tert-butyl ester). Reaction SMILES: [CH3:1][O:2][C:3]1[CH:40]=[CH:39][C:6]([CH2:7][N:8]([CH2:30][C:31]2[CH:36]=[CH:35][C:34]([O:37][CH3:38])=[CH:33][CH:32]=2)[C:9]2[N:14]=[CH:13][C:12]([C:15]3[C:16]4[CH2:29][CH2:28][NH:27][C:17]=4[N:18]=[C:19]([N:21]4[CH2:26][CH2:25][O:24][CH2:23][CH2:22]4)[N:20]=3)=[CH:11][N:10]=2)=[CH:5][CH:4]=1.[C:41]([O:45][C:46](N1CCC(C(=O)NC2C=CC(Br)=CC=2)CC1)=[O:47])([CH3:44])([CH3:43])[CH3:42].BrC1C=CC(N)=CC=1.[C:72]([O:76][C:77]([N:79]1[CH2:84][CH2:83][CH:82]([C:85](O)=[O:86])[CH2:81][CH2:80]1)=[O:78])([CH3:75])([CH3:74])[CH3:73]>>[C:46](=[O:47])([O:45][C:41]([CH3:42])([CH3:43])[CH3:44])[O:76][C:72]([CH3:75])([CH3:74])[CH3:73].[C:72]([O:76][C:77]([N:79]1[CH2:84][CH2:83][CH:82]([C:85]([N:27]2[C:17]3[N:18]=[C:19]([N:21]4[CH2:26][CH2:25][O:24][CH2:23][CH2:22]4)[N:20]=[C:15]([C:12]4[CH:11]=[N:10][C:9]([N:8]([CH2:7][C:6]5[CH:5]=[CH:4][C:3]([O:2][CH3:1])=[CH:40][CH:39]=5)[CH2:30][C:31]5[CH:32]=[CH:33][C:34]([O:37][CH3:38])=[CH:35][CH:36]=5)=[N:14][CH:13]=4)[C:16]=3[CH2:29][CH2:28]2)=[O:86])[CH2:81][CH2:80]1)=[O:78])([CH3:75])([CH3:74])[CH3:73]. Procedure: From bis-(4-methoxy-benzyl)-[5-(2-morpholin-4-yl-6,7-dihydro-5H-pyrrolo[2,3-d]pyrimidin-4-yl)-pyrimidin-2-yl]-amine (87 mg) and 4-(4-bromo-phenylcarbamoyl)-piperidine-1-carboxylic acid tert-butyl ester (prepared from 4-bromoaniline, WSCI and piperidine-1,4-dicarboxylic acid mono-tert-butyl ester, and then di-tert-butyl carbonate, 80 mg), in the same manner as Example 1-D-08, a crude product of 4-(4-{2-[bis-(4-methoxy-benzyl)-amino]-pyrimidin-5-yl}-2-morpholin-4-yl-5,6-dihydro-pyrrolo[2,3-d]pyrim...